From a dataset of the Open Reaction Database (ORD), a public repository of structured organic reaction records. describe an organic reaction: reactants, conditions, products, and yield Starting materials: C(C1=CC=CC=C1)C1=NN=C(O1)C(O)C=1C(=NOC1C1=CC=C(C=C1)Br)C ((5-benzyl-[1,3,4]oxadiazol-2-yl)-[5-(4-bromo-phenyl)-3-methyl-isoxazol-4-yl]-methanol), C(C)OC(=O)C1(CC1)C1=CC=C(C=C1)B1OC(C(O1)(C)C)(C)C (1-[4-(4,4,5,5-tetramethyl-[1,3,2]dioxaborolan-2-yl)-phenyl]-cyclopropanecarboxylic acid ethyl ester). Yields the product C(C)OC(=O)C1(CC1)C1=CC=C(C=C1)C1=CC=C(C=C1)C1=C(C(=NO1)C)C(O)C=1OC(=NN1)CC1=CC=CC=C1 (1-(4′-{4-[(5-Benzyl-[1,3,4]oxadiazol-2-yl)-hydroxy-methyl]-3-methyl-isoxazol-5-yl}-biphenyl-4-yl)-cyclopropanecarboxylic acid ethyl ester). RXN SMILES: [CH2:1]([C:8]1[O:12][C:11]([CH:13]([C:15]2[C:16]([CH3:27])=[N:17][O:18][C:19]=2[C:20]2[CH:25]=[CH:24][C:23](Br)=[CH:22][CH:21]=2)[OH:14])=[N:10][N:9]=1)[C:2]1[CH:7]=[CH:6][CH:5]=[CH:4][CH:3]=1.[CH2:28]([O:30][C:31]([C:33]1([C:36]2[CH:41]=[CH:40][C:39](B3OC(C)(C)C(C)(C)O3)=[CH:38][CH:37]=2)[CH2:35][CH2:34]1)=[O:32])[CH3:29]>>[CH2:28]([O:30][C:31]([C:33]1([C:36]2[CH:41]=[CH:40][C:39]([C:23]3[CH:24]=[CH:25][C:20]([C:19]4[O:18][N:17]=[C:16]([CH3:27])[C:15]=4[CH:13]([C:11]4[O:12][C:8]([CH2:1][C:2]5[CH:7]=[CH:6][CH:5]=[CH:4][CH:3]=5)=[N:9][N:10]=4)[OH:14])=[CH:21][CH:22]=3)=[CH:38][CH:37]=2)[CH2:34][CH2:35]1)=[O:32])[CH3:29]. Procedure details: Prepared according to the procedure described in Example 1, Step 10, using (5-benzyl-[1,3,4]oxadiazol-2-yl)-[5-(4-bromo-phenyl)-3-methyl-isoxazol-4-yl]-methanol and 1-[4-(4,4,5,5-tetramethyl-[1,3,2]dioxaborolan-2-yl)-phenyl]-cyclopropanecarboxylic acid ethyl ester. Reactants: NC=1C=C(CNC(OC(C)(C)C)=O)C=CC1Cl (Tert-butyl 3-amino-4-chlorobenzylcarbamate), C(=S)(N1C(C=CC=C1)=O)N1C(C=CC=C1)=O (1,1′-thiocarbonyldi-2-pyridone). Solvent: C(Cl)Cl (DCM), C(Cl)Cl (DCM). Reaction conditions: time 4 hour. The product is ClC1=C(C=C(CNC(OC(C)(C)C)=O)C=C1)N=C=S (Tert-butyl 4-chloro-3-isothiocyanatobenzylcarbamate). RXN SMILES: [NH2:1][C:2]1[CH:3]=[C:4]([CH:14]=[CH:15][C:16]=1[Cl:17])[CH2:5][NH:6][C:7](=[O:13])[O:8][C:9]([CH3:12])([CH3:11])[CH3:10].[C:18](N1C=CC=CC1=O)(N1C=CC=CC1=O)=[S:19]>C(Cl)Cl>[Cl:17][C:16]1[CH:15]=[CH:14][C:4]([CH2:5][NH:6][C:7](=[O:13])[O:8][C:9]([CH3:12])([CH3:10])[CH3:11])=[CH:3][C:2]=1[N:1]=[C:18]=[S:19]. Reported procedure: Tert-butyl 3-amino-4-chlorobenzylcarbamate (2.57 g, 10.0 mmol) was added to a mixture of 1,1′-thiocarbonyldi-2-pyridone (2.55 g, 11.0 mmol) and DCM (90 mL) and it was stirred at rt for 4 h. The mixture was diluted with DCM and filtered over silica gel. The organic layer was concentrated to give the sub-title compound. Starting materials: [H-].[Na+] (sodium hydride), O1C(=NC2=C1C=CC=C2)C=2C=CC(=C(C2)O)C (5-(1,3-benzoxazol-2-yl)-2-methylphenol), BrCOCBr (bromomethyl ether). The solvent is C1CCOC1 (THF). The product is COCOC=1C=C(C=CC1C)C=1OC2=C(N1)C=CC=C2 (2-[3-(methoxymethoxy)-4-methylphenyl]-1,3-benzoxazole). RXN SMILES: [O:1]1[C:5]2[CH:6]=[CH:7][CH:8]=[CH:9][C:4]=2[N:3]=[C:2]1[C:10]1[CH:11]=[CH:12][C:13]([CH3:17])=[C:14]([OH:16])[CH:15]=1.[H-].[Na+].Br[CH2:21][O:22][CH2:23]Br>C1COCC1>[CH3:21][O:22][CH2:23][O:16][C:14]1[CH:15]=[C:10]([C:2]2[O:1][C:5]3[CH:6]=[CH:7][CH:8]=[CH:9][C:4]=3[N:3]=2)[CH:11]=[CH:12][C:13]=1[CH3:17] |f:1.2|. Procedure details: A solution of 5-(1,3-benzoxazol-2-yl)-2-methylphenol (200 mg, 0.89 mmol) in THF (6 mL) was cooled to −78° C. under Argon and sodium hydride (24 mg, 1.0 mmol) was added. After 30 min at this temperature, bromomethyl ether (225 mg, 1.8 mmol) was added via syringe. The reaction was warmed to rt for 1 h. The reaction mixture was concentrated and the residue was purified by flash column (silica gel, hexanes:EtOAc 4:1) to afford 2-[3-(methoxymethoxy)-4-methylphenyl]-1,3-benzoxazole. MS (ESI) 270 (M+H)... Starting materials: BrCc1ccccc1, O=C([O-])[O-], COC(=O)c1c(O)c2cc(OC)ccc2n1-c1ccccc1, CC(C)=O, [K+], [K+]. Reaction SMILES: [Br:29][CH2:30][c:31]1[cH:32][cH:33][cH:34][cH:35][cH:36]1.[C:23](=[O:24])([O-:25])[O-:26].[CH3:1][O:2][C:3](=[O:4])[c:5]1[n:6](-[c:17]2[cH:18][cH:19][cH:20][cH:21][cH:22]2)[c:7]2[cH:8][cH:9][c:10]([O:15][CH3:16])[cH:11][c:12]2[c:13]1[OH:14].[CH3:37][C:38](=[O:39])[CH3:40].[K+:27].[K+:28]>>[CH3:1][O:2][C:3](=[O:4])[c:5]1[n:6](-[c:17]2[cH:18][cH:19][cH:20][cH:21][cH:22]2)[c:7]2[cH:8][cH:9][c:10]([O:15][CH3:16])[cH:11][c:12]2[c:13]1[O:14][CH2:30][c:31]1[cH:32][cH:33][cH:34][cH:35][cH:36]1. The product is COC(=O)c1c(OCc2ccccc2)c2cc(OC)ccc2n1-c1ccccc1. Reactants: COC=1C=CC=CC1OCCNCC(COC=2C=CC=C3C2C=4C=CC=CC4N3)O (Carvedilol), O (water). Solvent: N1=CC=CC=C1 (pyridine). Product: COC=1C=CC=CC1OCCNCC(COC=2C=CC=C3C2C=4C=CC=CC4N3)O (Carvedilol), COC1=C(OCCN)C=CC=C1 (2-(2-Methoxyphenoxy)ethylamine). As a reaction SMILES: [CH3:1][O:2][C:3]1[CH:4]=[CH:5][CH:6]=[CH:7][C:8]=1[O:9][CH2:10][CH2:11][NH:12][CH2:13][CH:14]([OH:30])[CH2:15][O:16][C:17]1[CH:18]=[CH:19][CH:20]=[C:21]2[NH:29][C:28]3[CH:27]=[CH:26][CH:25]=[CH:24][C:23]=3[C:22]=12.O>N1C=CC=CC=1>[CH3:1][O:2][C:3]1[CH:4]=[CH:5][CH:6]=[CH:7][C:8]=1[O:9][CH2:10][CH2:11][NH:12][CH2:13][CH:14]([OH:30])[CH2:15][O:16][C:17]1[CH:18]=[CH:19][CH:20]=[C:21]2[NH:29][C:28]3[CH:27]=[CH:26][CH:25]=[CH:24][C:23]=3[C:22]=12.[CH3:1][O:2][C:3]1[CH:4]=[CH:5][CH:6]=[CH:7][C:8]=1[O:9][CH2:10][CH2:11][NH2:12]. Reported procedure: Carvedilol (4 g) was dissolved in 39 mL pyridine by stirring at room temperature. 70 mL of water was then added dropwise until crystallization began. The solution was left at room temperature without stirring for about 80 h, then the crystals were filtered through a buchner and dried in a desiccator at room temperature (connected to air pump) until constant weight to yield Carvedilol Form III.